From a dataset of the Open Reaction Database (ORD), a public repository of structured organic reaction records. describe an organic reaction: reactants, conditions, products, and yield Starting materials: CC(=O)O[BH-](OC(C)=O)OC(C)=O, CN(c1cccc2cc(C(=O)NCC(C)(C=O)SCc3ccccc3)[nH]c12)S(=O)(=O)c1cccs1, C1COCCN1, ClCCCl, [Na+], [Na+], O=C([O-])O. Yields the product CN(c1cccc2cc(C(=O)NCC(C)(CN3CCOCC3)SCc3ccccc3)[nH]c12)S(=O)(=O)c1cccs1. As a reaction SMILES: [C:42]([O:43][BH-:44]([O:45][C:46](=[O:47])[CH3:48])[O:49][C:50](=[O:51])[CH3:52])(=[O:53])[CH3:54].[CH2:1]([c:2]1[cH:3][cH:4][cH:5][cH:6][cH:7]1)[S:8][C:9]([CH2:10][NH:11][C:12](=[O:13])[c:14]1[nH:15][c:16]2[c:17]([N:23]([S:24](=[O:25])(=[O:26])[c:27]3[s:28][cH:29][cH:30][cH:31]3)[CH3:32])[cH:18][cH:19][cH:20][c:21]2[cH:22]1)([CH:33]=[O:34])[CH3:35].[CH2:36]1[CH2:37][O:38][CH2:39][CH2:40][NH:41]1.[Cl:61][CH2:62][CH2:63][Cl:64].[Na+:55].[Na+:56].[OH:57][C:58](=[O:59])[O-:60]>>[CH2:1]([c:2]1[cH:3][cH:4][cH:5][cH:6][cH:7]1)[S:8][C:9]([CH2:10][NH:11][C:12](=[O:13])[c:14]1[nH:15][c:16]2[c:17]([N:23]([S:24](=[O:25])(=[O:26])[c:27]3[s:28][cH:29][cH:30][cH:31]3)[CH3:32])[cH:18][cH:19][cH:20][c:21]2[cH:22]1)([CH2:33][N:41]1[CH2:36][CH2:37][O:38][CH2:39][CH2:40]1)[CH3:35]. Procedure: This product was prepared from the title product of Example 30 and mercaptoacetic acid at 22° C. over 10 days according to the method outlined in Example 45. (16%; M.P. 98°-113° C. (dec); LC-MS 454 (MH+); anal. RP-HPLC 3.24 min.) Starting materials: Cl.ClCCOC=1C=C2C(=NC=NC2=CC1OCCOC)NC1=CC(=CC=C1)C#C ([6-(2-Chloro-ethoxy)-7-(2-methoxy-ethoxy)-quinazolin-4-yl]-(3-ethynyl-phenyl)-amine Hydrochloride), SCC(=O)O (mercaptoacetic acid). Reaction SMILES: Cl.Cl[CH2:3][CH2:4][O:5][C:6]1[CH:7]=[C:8]2[C:13](=[CH:14][C:15]=1[O:16][CH2:17][CH2:18][O:19][CH3:20])[N:12]=[CH:11][N:10]=[C:9]2[NH:21][C:22]1[CH:27]=[CH:26][CH:25]=[C:24]([C:28]#[CH:29])[CH:23]=1.[SH:30][CH2:31][C:32]([OH:34])=[O:33]>>[NH4+:10].[C:28]([C:24]1[CH:23]=[C:22]([NH:21][C:9]2[C:8]3[C:13](=[CH:14][C:15]([O:16][CH2:17][CH2:18][O:19][CH3:20])=[C:6]([O:5][CH2:4][CH2:3][S:30][CH2:31][C:32]([O-:34])=[O:33])[CH:7]=3)[N:12]=[CH:11][N:10]=2)[CH:27]=[CH:26][CH:25]=1)#[CH:29] |f:0.1,3.4|. Product: [NH4+].C(#C)C=1C=C(C=CC1)NC1=NC=NC2=CC(=C(C=C12)OCCSCC(=O)[O-])OCCOC ({2-[4-(3-Ethynyl-phenylamino)-7-(2-methoxy-ethoxy)-quinazolin-6-yloxy]-ethylsulfanyl}-acetic Acid Ammonium Salt). Reactants: ClC1=NC=C(C=N1)Cl (2,5-dichloropyrimidine), CS(=O)C (dimethyl sulfoxide), NC1=CC(=C(C=C1)O)[N+](=O)[O-] (4-amino-2-nitrophenol), C([O-])([O-])=O.[K+].[K+] (potassium carbonate). Run in O (water), O (water). Product: ClC=1C=NC(=NC1)C1=C(C=C(N)C=C1)[N+](=O)[O-] (4-(5-chloro-2-pyrimidinyl)-3-nitroaniline). As a reaction SMILES: Cl[C:2]1[N:7]=[CH:6][C:5]([Cl:8])=[CH:4][N:3]=1.CS(C)=O.[NH2:13][C:14]1[CH:19]=[CH:18][C:17](O)=[C:16]([N+:21]([O-:23])=[O:22])[CH:15]=1.C(=O)([O-])[O-].[K+].[K+]>O>[Cl:8][C:5]1[CH:4]=[N:3][C:2]([C:17]2[CH:18]=[CH:19][C:14]([NH2:13])=[CH:15][C:16]=2[N+:21]([O-:23])=[O:22])=[N:7][CH:6]=1 |f:3.4.5|. Procedure details: 1.43 g of 2,5-dichloropyrimidine was dissolved in 20 mol of dimethyl sulfoxide. To this solution, a mixture of 1.50 g of 4-amino-2-nitrophenol and 5 ml of water, and 2.69 g of potassium carbonate were added, and the mixture was reacted in the atmosphere of nitrogen gas at a temperature of from 100° to 110° C. for 2 hours. After the completion of the reaction, the reaction product was poured into water, and extracted with methylene chloride. The extract layer was washed with brine and dried over ... Reactants: BrCCCCCCCCCCCCO (12-bromo-1-dodecanol), [Cr](=O)(=O)([O-])Cl.[NH+]1=CC=CC=C1 (pyridinium chlorochromate). Solvent: C(Cl)Cl (methylene chloride). Conditions: time 12 hour. The product is BrCCCCCCCCCCCC=O (12-bromo-1-dodecanal). Yield: 75.0%. RXN SMILES: [Br:1][CH2:2][CH2:3][CH2:4][CH2:5][CH2:6][CH2:7][CH2:8][CH2:9][CH2:10][CH2:11][CH2:12][CH2:13][OH:14].[Cr](Cl)([O-])(=O)=O.[NH+]1C=CC=CC=1>C(Cl)Cl>[Br:1][CH2:2][CH2:3][CH2:4][CH2:5][CH2:6][CH2:7][CH2:8][CH2:9][CH2:10][CH2:11][CH2:12][CH:13]=[O:14] |f:1.2|. Reported procedure: To 12-bromo-1-dodecanol (5 g) dissolved in methylene chloride (70 ml) were added pyridinium chlorochromate (10.1 g) and Celite (11.0 g), and the mixture was stirred at room temperature for 12 hours. Then, the reaction mixture was filtered, concentrated and subjected to chromatography on a silica gel column with an eluent system of n-hexane-ethyl acetate (20:1) to give 12-bromo-1-dodecanal (3.72 g). To the product dissolved in methylene chloride (50 ml) was added (carbomethoxymethylene)triphenylp...